From a dataset of the Open Reaction Database (ORD), a public repository of structured organic reaction records. describe an organic reaction: reactants, conditions, products, and yield Starting materials: C(C)(C)(C)OC(NC=1C(=NOC1)C1=CC=C(C=C1)O)=O ([3-(4-hydroxy-phenyl)-isoxazol-4-yl]-carbamic acid tert-butyl ester), C(=O)([O-])[O-].[K+].[K+] (K2CO3), C1(=CC=CC=C1)CCCBr (3-phenyl-1-bromopropane), C(C)(=O)OCC (ethyl acetate). Run in CN(C)C=O (DMF), CCCCCC (hexane). Run at temperature 50 celsius, time 14 hour. Yields the product C(C)(C)(C)OC(NC=1C(=NOC1)C1=CC=C(C=C1)OCCCC1=CC=CC=C1)=O ({3-[4-(3-Phenyl-propoxy)-phenyl]-isoxazol-4-yl}-carbamic acid tert-butyl ester). Reaction SMILES: [C:1]([O:5][C:6](=[O:20])[NH:7][C:8]1[C:9]([C:13]2[CH:18]=[CH:17][C:16]([OH:19])=[CH:15][CH:14]=2)=[N:10][O:11][CH:12]=1)([CH3:4])([CH3:3])[CH3:2].C([O-])([O-])=O.[K+].[K+].[C:27]1([CH2:33][CH2:34][CH2:35]Br)[CH:32]=[CH:31][CH:30]=[CH:29][CH:28]=1.C(OCC)(=O)C>CN(C=O)C.CCCCCC>[C:1]([O:5][C:6](=[O:20])[NH:7][C:8]1[C:9]([C:13]2[CH:14]=[CH:15][C:16]([O:19][CH2:35][CH2:34][CH2:33][C:27]3[CH:32]=[CH:31][CH:30]=[CH:29][CH:28]=3)=[CH:17][CH:18]=2)=[N:10][O:11][CH:12]=1)([CH3:4])([CH3:2])[CH3:3] |f:1.2.3|. Procedure: To a solution of [3-(4-hydroxy-phenyl)-isoxazol-4-yl]-carbamic acid tert-butyl ester (38 mg, 0.137 mmol) in DMF (1 mL) was added K2CO3 (20 mg, 0.145 mmol) and 3-phenyl-1-bromopropane (20 μL, 0.132 mmol). After stirring for 1 h at rt and 14 h at 50° C., the reaction mixture was cooled stirred for 6 h at rt. The reaction mixture was loaded directly onto silica gel. {3-[4-(3-Phenyl-propoxy)-phenyl]-isoxazol-4-yl}-carbamic acid tert-butyl ester was isolated as a white solid by column chromatography ... Starting materials: [OH-].[Na+] (NaOH), C(C)OC(C(CC=C(C)C)(CC=1C=NC=CC1)S(=O)(=O)C1=CC=C(C=C1)OC)=O (2-(4-methoxy-benzenesulfonyl)-5-methyl-2-pyridin-3-ylmethyl-hex-4-enoic acid ethyl ester), COC1=CC=C(C=C1)S(=O)(=O)C(C(=O)O)(CC=C(C)C)CC=1C=NC=CC1 (2-(4-methoxy-benzenesulfonyl)-5-methyl-2-pyridin-3-ylmethyl-hex-4-enoic acid). Run in CO (methanol). The product is COC1=CC=C(C=C1)S(=O)(=O)C(C(=O)O)(CC=C(C)C)CC=1C=NC=CC1 (2-(4Methoxy-benzenesulfonyl)-5-methyl-2-pyridin-3-ylmethyl-hex-4 enoic acid), ONC(C(CC=C(C)C)(CC=1C=NC=CC1)S(=O)(=O)C1=CC=C(C=C1)OC)=O (2-(4-methoxy-benzenesulfonyl)-5-methyl-2-pyridin-3-ylmethyl-hex-4-enoic acid hydroxyamide). Reaction SMILES: C([O:3][C:4](=[O:29])[C:5]([S:18]([C:21]1[CH:26]=[CH:25][C:24]([O:27][CH3:28])=[CH:23][CH:22]=1)(=[O:20])=[O:19])([CH2:11][C:12]1[CH:13]=[N:14][CH:15]=[CH:16][CH:17]=1)[CH2:6][CH:7]=[C:8]([CH3:10])[CH3:9])C.[CH3:30][O:31][C:32]1[CH:37]=[CH:36][C:35]([S:38]([C:41]([CH2:50][C:51]2[CH:52]=[N:53][CH:54]=[CH:55][CH:56]=2)([CH2:45][CH:46]=[C:47]([CH3:49])[CH3:48])[C:42]([OH:44])=O)(=[O:40])=[O:39])=[CH:34][CH:33]=1.[OH-:57].[Na+]>CO>[CH3:28][O:27][C:24]1[CH:25]=[CH:26][C:21]([S:18]([C:5]([CH2:11][C:12]2[CH:13]=[N:14][CH:15]=[CH:16][CH:17]=2)([CH2:6][CH:7]=[C:8]([CH3:10])[CH3:9])[C:4]([OH:29])=[O:3])(=[O:20])=[O:19])=[CH:22][CH:23]=1.[OH:57][NH:14][C:42](=[O:44])[C:41]([S:38]([C:35]1[CH:34]=[CH:33][C:32]([O:31][CH3:30])=[CH:37][CH:36]=1)(=[O:40])=[O:39])([CH2:50][C:51]1[CH:52]=[N:53][CH:54]=[CH:55][CH:56]=1)[CH2:45][CH:46]=[C:47]([CH3:48])[CH3:49] |f:2.3|. Procedure: 2-(4Methoxy-benzenesulfonyl)-5-methyl-2-pyridin-3-ylmethyl-hex-4 enoic acid was prepared starting from 2-(4-methoxy-benzenesulfonyl)-5-methyl-2-pyridin-3-ylmethyl-hex-4-enoic acid ethyl ester (4.0 g, 9.5 mmol) dissolved in methanol (50 ml) and 10 N NaOH (30 ml). The resulting reaction mixture was worked up as outlined in Example 9. Yield 3.2 g, 87%; ivory solid; mp 117-119° C.; MS: 390 (M+H)+. Starting from 2-(4-methoxy-benzenesulfonyl)-5-methyl-2-pyridin-3-ylmethyl-hex-4-enoic acid (2.1 g, 5.4 ... Reactants: OC1=C(C=CC(=C1)OC=1C=NC(=CC1)S(=O)(=O)C)NN=C(C(=O)OCC)C (ethyl 2-[(2-hydroxy-4-{[6-(methylsulfonyl)pyridin-3-yl]oxy}phenyl)hydrazono]propanoate), CS(=O)(=O)Cl (methanesulfonyl chloride), O (water), CS(=O)(=O)Cl (methanesulfonyl chloride). Solvent: N1=CC=CC=C1 (pyridine). Conditions: temperature 0 celsius, time 2 hour. Product: CS(=O)(=O)OC1=C(C=CC(=C1)OC=1C=NC(=CC1)S(=O)(=O)C)NN=C(C(=O)OCC)C (Ethyl 2-[(2-[(methylsulfonyl)oxy]-4-{[6-(methylsulfonyl)pyridin-3-yl]oxy}phenyl)hydrazono]propanoate). Isolated yield 79.0%. RXN SMILES: [OH:1][C:2]1[CH:7]=[C:6]([O:8][C:9]2[CH:10]=[N:11][C:12]([S:15]([CH3:18])(=[O:17])=[O:16])=[CH:13][CH:14]=2)[CH:5]=[CH:4][C:3]=1[NH:19][N:20]=[C:21]([CH3:27])[C:22]([O:24][CH2:25][CH3:26])=[O:23].[CH3:28][S:29](Cl)(=[O:31])=[O:30].O>N1C=CC=CC=1>[CH3:28][S:29]([O:1][C:2]1[CH:7]=[C:6]([O:8][C:9]2[CH:10]=[N:11][C:12]([S:15]([CH3:18])(=[O:16])=[O:17])=[CH:13][CH:14]=2)[CH:5]=[CH:4][C:3]=1[NH:19][N:20]=[C:21]([CH3:27])[C:22]([O:24][CH2:25][CH3:26])=[O:23])(=[O:31])=[O:30]. Reported procedure: To a solution of ethyl 2-[(2-hydroxy-4-{[6-(methylsulfonyl)pyridin-3-yl]oxy}phenyl)hydrazono]propanoate (21.1 g) in pyridine (220 mL) was added methanesulfonyl chloride (5.0 mL) at 0° C. The mixture was stirred at 0° C. for 2 h, and then at room temperature for 16 h. The mixture was cooled to 0° C., and methanesulfonyl chloride (5.0 mL) was added to the mixture again. After stirring at room temperature for 2 h, water was added to the mixture. The mixture was extracted with ethyl acetate. The org...